From a dataset of the Open Reaction Database (ORD), a public repository of structured organic reaction records. describe an organic reaction: reactants, conditions, products, and yield Starting materials: COC(=O)C1CC(C)N(C(=O)c2ccc(OC)cc2)c2ccccc21, CO, Cl, [Li+], C1CCOC1, [OH-], O. Yields the product COc1ccc(C(=O)N2c3ccccc3C(C(=O)O)CC2C)cc1. Reaction SMILES: [CH3:1][O:2][C:3](=[O:4])[CH:5]1[CH2:6][CH:7]([CH3:25])[N:8]([C:15]([c:16]2[cH:17][cH:18][c:19]([O:22][CH3:23])[cH:20][cH:21]2)=[O:24])[c:9]2[cH:10][cH:11][cH:12][cH:13][c:14]21.[CH3:28][OH:29].[ClH:30].[Li+:26].[O:31]1[CH2:32][CH2:33][CH2:34][CH2:35]1.[OH-:27].[OH2:36]>>[O:2]=[C:3]([OH:4])[CH:5]1[CH2:6][CH:7]([CH3:25])[N:8]([C:15]([c:16]2[cH:17][cH:18][c:19]([O:22][CH3:23])[cH:20][cH:21]2)=[O:24])[c:9]2[cH:10][cH:11][cH:12][cH:13][c:14]21. Starting materials: O=C([O-])[O-], CI, CC#N, CO, CSC1=NS(=O)(=O)c2cc(Cl)ccc2N1, [K+], [K+]. Product: CSC1=NS(=O)(=O)c2cc(Cl)ccc2N1C. Reaction SMILES: [C:16](=[O:17])([O-:18])[O-:19].[CH3:22][I:23].[CH3:24][C:25]#[N:26].[CH3:27][OH:28].[Cl:1][c:2]1[cH:3][c:4]2[c:5]([cH:14][cH:15]1)[NH:6][C:7]([S:12][CH3:13])=[N:8][S:9]2(=[O:10])=[O:11].[K+:20].[K+:21]>>[Cl:1][c:2]1[cH:3][c:4]2[c:5]([cH:14][cH:15]1)[N:6]([CH3:16])[C:7]([S:12][CH3:13])=[N:8][S:9]2(=[O:10])=[O:11]. Reactants: CCOC(=O)C=CC1OC(n2cc(C)c(=O)[nH]c2=O)([SiH](C)C)CC1OC(C)(C)C, CCOC(C)=O. Product: CCOC(=O)CCCC1OC(n2cc(C)c(=O)[nH]c2=O)([SiH](C)C)CC1OC(C)(C)C. Reaction SMILES: [C:1]([CH3:2])([CH3:3])([CH3:4])[O:5][CH:6]1[CH2:7][C:8]([n:18]2[c:19](=[O:20])[nH:21][c:22](=[O:23])[c:24]([CH3:25])[cH:26]2)([SiH:27]([CH3:28])[CH3:29])[O:9][CH:10]1[CH:11]=[CH:12][C:13]([O:14][CH2:15][CH3:16])=[O:17].[CH3:30][CH2:31][O:32][C:33]([CH3:34])=[O:35]>>[C:1]([CH3:2])([CH3:3])([CH3:4])[O:5][CH:6]1[CH2:7][C:8]([n:18]2[c:19](=[O:20])[nH:21][c:22](=[O:23])[c:24]([CH3:25])[cH:26]2)([SiH:27]([CH3:28])[CH3:29])[O:9][CH:10]1[CH2:11][CH2:12][CH2:34][C:33]([O:32][CH2:31][CH3:30])=[O:35]. Reactants: CC1=C(C(=NO1)C1=CC=CC=C1)COC1=NC=C(C(=O)O)C=C1 (6-(5-methyl-3-phenyl-isoxazol-4-ylmethoxy)-nicotinic acid), C(C)(C)N (isopropylamine). The product is C(C)(C)NC(C1=CN=C(C=C1)OCC=1C(=NOC1C)C1=CC=CC=C1)=O (N-Isopropyl-6-(5-methyl-3-phenyl-isoxazol-4-ylmethoxy)-nicotinamide). The yield is 97.0%. RXN SMILES: [CH3:1][C:2]1[O:6][N:5]=[C:4]([C:7]2[CH:12]=[CH:11][CH:10]=[CH:9][CH:8]=2)[C:3]=1[CH2:13][O:14][C:15]1[CH:23]=[CH:22][C:18]([C:19]([OH:21])=O)=[CH:17][N:16]=1.[CH:24]([NH2:27])([CH3:26])[CH3:25]>>[CH:24]([NH:27][C:19](=[O:21])[C:18]1[CH:22]=[CH:23][C:15]([O:14][CH2:13][C:3]2[C:4]([C:7]3[CH:8]=[CH:9][CH:10]=[CH:11][CH:12]=3)=[N:5][O:6][C:2]=2[CH3:1])=[N:16][CH:17]=1)([CH3:26])[CH3:25]. Procedure: As described for example 8b, 6-(5-methyl-3-phenyl-isoxazol-4-ylmethoxy)-nicotinic acid (100 mg, 0.32 mmol) was converted, using isopropylamine (1 M in DMF) instead of methylamine, to the title compound (110 mg, 97%) which was obtained as an off white solid. MS: m/e=352.5 [M+H]+. Reactants: BrC1=CC2=CC=CC=C2C=C1 (2-bromonaphthalene), C(C1=CC=CC=C1)=O (benzaldehyde). Yields the product C1=C(C=CC2=CC=CC=C12)C(O)C1=CC=CC=C1 (naphthalen-2-yl-phenyl-methanol). RXN SMILES: Br[C:2]1[CH:11]=[CH:10][C:9]2[C:4](=[CH:5][CH:6]=[CH:7][CH:8]=2)[CH:3]=1.[CH:12](=[O:19])[C:13]1[CH:18]=[CH:17][CH:16]=[CH:15][CH:14]=1>>[CH:3]1[C:4]2[C:9](=[CH:8][CH:7]=[CH:6][CH:5]=2)[CH:10]=[CH:11][C:2]=1[CH:12]([C:13]1[CH:18]=[CH:17][CH:16]=[CH:15][CH:14]=1)[OH:19]. Procedure: Using general procedure B, 2-bromonaphthalene was reacted with benzaldehyde to give naphthalen-2-yl-phenyl-methanol as a colorless solid.